This data is from the Open Reaction Database (ORD), a public repository of structured organic reaction records. The task is: describe an organic reaction: reactants, conditions, products, and yield Reactants: NC=1C=C2C(N(C(C2=CC1)=O)CC=1C=NC=CC1)=O (5-amino-2-(3-pyridylmethyl)-1H-isoindole-1,3-(2H)-dione), ClC1=CC=C(C=C1)I (1-chloro-4-iodobenzene), C1COCCOCCOCCOCCOCCO1 (18-crown-6), C([O-])([O-])=O.[K+].[K+] (potassium carbonate). The reagents and catalysts are [Cu] (copper). Solvent: ClC1=C(C=CC=C1)Cl (1,2-dichlorobenzene). Yields the product ClC1=CC=C(C=C1)NC=1C=C2C(N(C(C2=CC1)=O)CC=1C=NC=CC1)=O (5-[N-(4-chlorophenyl) amino]-2-(3-pyridylmethyl)-1H-isoindole-1,3-dione). Isolated yield 49.5%. As a reaction SMILES: [NH2:1][C:2]1[CH:3]=[C:4]2[C:8](=[CH:9][CH:10]=1)[C:7](=[O:11])[N:6]([CH2:12][C:13]1[CH:14]=[N:15][CH:16]=[CH:17][CH:18]=1)[C:5]2=[O:19].[Cl:20][C:21]1[CH:26]=[CH:25][C:24](I)=[CH:23][CH:22]=1.C1OCCOCCOCCOCCOCCOC1.C(=O)([O-])[O-].[K+].[K+]>[Cu].ClC1C=CC=CC=1Cl>[Cl:20][C:21]1[CH:26]=[CH:25][C:24]([NH:1][C:2]2[CH:3]=[C:4]3[C:8](=[CH:9][CH:10]=2)[C:7](=[O:11])[N:6]([CH2:12][C:13]2[CH:14]=[N:15][CH:16]=[CH:17][CH:18]=2)[C:5]3=[O:19])=[CH:23][CH:22]=1 |f:3.4.5|. Procedure: A mixture of 260 mg of 5-amino-2-(3-pyridylmethyl)-1H-isoindole-1,3-(2H)-dione, 296 mg of 1-chloro-4-iodobenzene, 131 mg of copper dust, 54 mg of 18-crown-6 (1,4,7,10,13,16-hexaoxacyclooctadecane), 569 mg of potassium carbonate and 4 ml of 1,2-dichlorobenzene was refluxed under heating for 1 hour. After finishing the reaction, the insoluble material was filtered off, and the filtrate was concentrated in vacuo. The resultant residue was chromatographed on a column of silica gel, eluting with chlo... Starting materials: O1C(=CC=C1)CCC#C (4-(2-furyl)-1-butyne), C([O-])([O-])=O.[Na+].[Na+] (sodium carbonate), CO (methanol), BrBr (bromine), CO (methanol). Reaction conditions: temperature 25 celsius, time 45 minute. Yields the product COC1(OC(C=C1)OC)CCC#C (2,5-Dihydro-2,5-dimethoxy-2-(3-butynyl)furan). Reaction SMILES: [O:1]1[CH:5]=[CH:4][CH:3]=[C:2]1[CH2:6][CH2:7][C:8]#[CH:9].[C:10](=[O:13])([O-])[O-].[Na+].[Na+].BrBr.[CH3:18][OH:19]>>[CH3:18][O:19][C:2]1([CH2:6][CH2:7][C:8]#[CH:9])[CH:3]=[CH:4][CH:5]([O:13][CH3:10])[O:1]1 |f:1.2.3|. Procedure: To a stirred mixture of 6.01 g of 4-(2-furyl)-1-butyne [Perfumery Essent. Oil Record., 57, 364 (1966)], 10.6 g of sodium carbonate and 150 ml of methanol at -25° C., was added dropwise a solution of 8.0 g of bromine in 50 ml of methanol during a period of 3 hours. The mixture was then stirred at 25° C. for 45 minutes and concentrated in vacuo. The residue was partitioned with ether and brine. The ether layer was separated, washed with brine, dried and concentrated. Distillation of the residue at... Starting materials: C(C1=CC=CC=C1)OC=1C(=CC(=C(C1)C1=C(C=C(C=C1)F)F)C1CC1)C(=O)OC (methyl 5-(benzyloxy)-2-cyclopropyl-2′,4′-difluorobiphenyl-4-carboxylate), [H][H] (hydrogen). Reagents/catalysts: [C].[Pd] (palladium carbon). Solvent: C1CCOC1 (THF). Product: C1(CC1)C1=C(C=C(C(=C1)C(=O)OC)O)C1=C(C=C(C=C1)F)F (Methyl 2-cyclopropyl-2′,4′-difluoro-5-hydroxybiphenyl-4-carboxylate). Yield: 95.8%. RXN SMILES: C([O:8][C:9]1[C:10]([C:26]([O:28][CH3:29])=[O:27])=[CH:11][C:12]([CH:23]2[CH2:25][CH2:24]2)=[C:13]([C:15]2[CH:20]=[CH:19][C:18]([F:21])=[CH:17][C:16]=2[F:22])[CH:14]=1)C1C=CC=CC=1.[H][H]>[C].[Pd].C1COCC1>[CH:23]1([C:12]2[CH:11]=[C:10]([C:26]([O:28][CH3:29])=[O:27])[C:9]([OH:8])=[CH:14][C:13]=2[C:15]2[CH:20]=[CH:19][C:18]([F:21])=[CH:17][C:16]=2[F:22])[CH2:25][CH2:24]1 |f:2.3|. Reported procedure: A mixture of methyl 5-(benzyloxy)-2-cyclopropyl-2′,4′-difluorobiphenyl-4-carboxylate (20.3 g), 10% palladium carbon (containing 55% water, 10 g), and THF (100 mL) was stirred at room temperature for 1 hour in a hydrogen atmosphere. The catalyst was filtered off, and then, the filtrate was concentrated under reduced pressure. The obtained residue was purified by silica gel column chromatography (hexane/ethyl acetate) to obtain the title compound (15.0 g). Reactants: Cl (HCl), C(C)(=O)OCC (ethyl acetate), OC1(OC2=C(C(=C(C(=C2CC1)C)O)C)C)C (2,6-dihydroxy-2,5,7,8-tetramethylchroman), [OH-].[K+] (KOH), C(C)#N (acetonitrile), Cl (HCl). Product: OC=1C(=C(C2=C(CCC(O2)(CC#N)C)C1C)C)C (rac.-3,4-dihydro-6-hydroxy-2,5,7,8-tetramethyl-2H-1-benzopyran-2-acetonitrile). Reaction SMILES: O[C:2]1([CH3:16])[CH2:11][CH2:10][C:9]2[C:4](=[C:5]([CH3:15])[C:6]([CH3:14])=[C:7]([OH:13])[C:8]=2[CH3:12])[O:3]1.[OH-].[K+].Cl.C(OCC)(=O)C.[C:26](#[N:28])[CH3:27]>>[OH:13][C:7]1[C:6]([CH3:14])=[C:5]([CH3:15])[C:4]2[O:3][C:2]([CH3:16])([CH2:27][C:26]#[N:28])[CH2:11][CH2:10][C:9]=2[C:8]=1[CH3:12] |f:1.2|. Reported procedure: A mixture of 9.0 g (40.5 mmoles) of 2,6-dihydroxy-2,5,7,8-tetramethylchroman and 4.54 g (69 mmoles) of 85% KOH in 61 ml of acetonitrile was rapidly stirred and refluxed for 4 hr. The dark-colored mixture, which consisted of two phases, was cooled in an ice bath and treated dropwise, with stirring, with 25 ml of 3 N aqueous HCl whereupon the reaction mixture became lighter in color. This mixture was poured into 1 N aqueous HCl and worked-up with ethyl acetate in the usual manner (the organic extr... Starting materials: CC[SiH](CC)CC, O, O=C(O)C(F)(F)F, OC(c1ccc(OCc2cccc(C(F)(F)F)c2)nc1)c1c[nH]c2ncccc12. Yields the product FC(F)(F)c1cccc(COc2ccc(Cc3c[nH]c4ncccc34)cn2)c1. Reaction SMILES: [CH2:30]([SiH:31]([CH2:32][CH3:33])[CH2:34][CH3:35])[CH3:36].[OH2:44].[OH:37][C:38]([C:39]([F:40])([F:41])[F:42])=[O:43].[nH:1]1[cH:2][c:3]([CH:10]([OH:11])[c:12]2[cH:13][n:14][c:15]([O:18][CH2:19][c:20]3[cH:21][c:22]([C:26]([F:27])([F:28])[F:29])[cH:23][cH:24][cH:25]3)[cH:16][cH:17]2)[c:4]2[c:5]1[n:6][cH:7][cH:8][cH:9]2>>[nH:1]1[cH:2][c:3]([CH2:10][c:12]2[cH:13][n:14][c:15]([O:18][CH2:19][c:20]3[cH:21][c:22]([C:26]([F:27])([F:28])[F:29])[cH:23][cH:24][cH:25]3)[cH:16][cH:17]2)[c:4]2[c:5]1[n:6][cH:7][cH:8][cH:9]2. Starting materials: C1(=CC=CC=C1)C=1N=C(SC1)C(=O)OCC (ethyl 4-phenylthiazole-2-carboxylate), [H-].[H-].[H-].[H-].[Li+].[Al+3] (LiAlH4). Solvent: C1CCOC1 (THF). Conditions: time 1 hour. The product is C1(=CC=CC=C1)C=1N=C(SC1)CO ((4-phenylthiazol-2-yl)methanol). Isolated yield 109.4%. As a reaction SMILES: [C:1]1([C:7]2[N:8]=[C:9]([C:12](OCC)=[O:13])[S:10][CH:11]=2)[CH:6]=[CH:5][CH:4]=[CH:3][CH:2]=1.[H-].[H-].[H-].[H-].[Li+].[Al+3]>C1COCC1>[C:1]1([C:7]2[N:8]=[C:9]([CH2:12][OH:13])[S:10][CH:11]=2)[CH:2]=[CH:3][CH:4]=[CH:5][CH:6]=1 |f:1.2.3.4.5.6|. Reported procedure: To ethyl 4-phenylthiazole-2-carboxylate (1 g, 4.3 mmol) in anhydrous THF was added LiAlH4 and the mixture was stirred for 1 hour. The reaction was quenched with water, extracted with EtOAc and dried over anhydrous sodium sulfate. The solution was concentrated under vacuum to afford (4-phenylthiazol-2-yl)methanol as a white solid (0.9 g). MS (ESI) m/z 191 (M+H+).